Dataset: the Open Reaction Database (ORD), a public repository of structured organic reaction records. Task: describe an organic reaction: reactants, conditions, products, and yield Reactants: OC1=C(C=C(C=C1)[N+](=O)[O-])NC(=O)C1=C(SC(=C1)C)Br (N-(2-hydroxy-5-nitrophenyl)-2-bromo-5-methyl-3-thiophenecarboxamide), C([O-])([O-])=O.[K+].[K+] (potassium carbonate). The product is CC1=CC2=C(OC3=C(NC2=O)C=C(C=C3)[N+](=O)[O-])S1 (2-methyl-7-nitrothieno[2,3-b][1,5]benzoxazepin-4(5H)-one). RXN SMILES: [OH:1][C:2]1[CH:7]=[CH:6][C:5]([N+:8]([O-:10])=[O:9])=[CH:4][C:3]=1[NH:11][C:12]([C:14]1[CH:18]=[C:17]([CH3:19])[S:16][C:15]=1Br)=[O:13].C(=O)([O-])[O-].[K+].[K+]>>[CH3:19][C:17]1[S:16][C:15]2[O:1][C:2]3[CH:7]=[CH:6][C:5]([N+:8]([O-:10])=[O:9])=[CH:4][C:3]=3[NH:11][C:12](=[O:13])[C:14]=2[CH:18]=1 |f:1.2.3|. Procedure: In the same manner as in Example 98 and using N-(2-hydroxy-5-nitrophenyl)-2-bromo-5-methyl-3-thiophenecarboxamide and potassium carbonate, 2-methyl-7-nitrothieno[2,3-b][1,5]benzoxazepin-4(5H)-one is obtained. The reactants are O=C([O-])[O-], COc1ccc(CCl)cc1, [K+], [K+], CCOC(=O)C(=CNc1ccc[nH]c1=O)C(=O)OCC, CN(C)C=O, O. Yields the product CCOC(=O)C(=CNc1cccn(Cc2ccc(OC)cc2)c1=O)C(=O)OCC. As a reaction SMILES: [C:21](=[O:22])([O-:23])[O-:24].[CH3:27][O:28][c:29]1[cH:30][cH:31][c:32]([CH2:33][Cl:34])[cH:35][cH:36]1.[K+:25].[K+:26].[O:1]=[c:2]1[nH:3][cH:4][cH:5][cH:6][c:7]1[NH:8][CH:9]=[C:10]([C:11](=[O:12])[O:13][CH2:14][CH3:15])[C:16](=[O:17])[O:18][CH2:19][CH3:20].[O:37]=[CH:38][N:39]([CH3:40])[CH3:41].[OH2:42]>>[O:1]=[c:2]1[n:3]([CH2:33][c:32]2[cH:31][cH:30][c:29]([O:28][CH3:27])[cH:36][cH:35]2)[cH:4][cH:5][cH:6][c:7]1[NH:8][CH:9]=[C:10]([C:11](=[O:12])[O:13][CH2:14][CH3:15])[C:16](=[O:17])[O:18][CH2:19][CH3:20]. Reactants: CN(C)C#N, Cc1cccc(O)c1, Cl, Cc1ccc(-c2ccccc2N)cc1. The product is Cc1ccc(-c2ccccc2NC(=N)N(C)C)cc1. RXN SMILES: [CH3:16][N:17]([C:18]#[N:19])[CH3:20].[CH3:21][c:22]1[cH:23][c:24]([OH:25])[cH:26][cH:27][cH:28]1.[ClH:1].[NH2:2][c:3]1[c:4](-[c:9]2[cH:10][cH:11][c:12]([CH3:15])[cH:13][cH:14]2)[cH:5][cH:6][cH:7][cH:8]1>>[NH:2]([c:3]1[c:4](-[c:9]2[cH:10][cH:11][c:12]([CH3:15])[cH:13][cH:14]2)[cH:5][cH:6][cH:7][cH:8]1)[C:18]([N:17]([CH3:16])[CH3:20])=[NH:19].